This data is from the Open Reaction Database (ORD), a public repository of structured organic reaction records. The task is: describe an organic reaction: reactants, conditions, products, and yield The reactants are CN(C)C=O, ClC(Cl)Cl, O=S(Cl)Cl, O=C(O)c1cc2oc3ccccc3c2s1. Yields the product [Cl-], O=C(O)c1cc2oc3ccccc3c2s1. As a reaction SMILES: [CH3:24][N:25]([CH3:26])[CH:27]=[O:28].[CH:20]([Cl:21])([Cl:22])[Cl:23].[S:16]([Cl:17])([Cl:18])=[O:19].[s:1]1[c:2]([C:13](=[O:14])[OH:15])[cH:3][c:4]2[o:5][c:6]3[c:7]([c:8]12)[cH:9][cH:10][cH:11][cH:12]3>>[Cl-:18].[s:1]1[c:2]([C:13](=[O:14])[OH:15])[cH:3][c:4]2[o:5][c:6]3[c:7]([c:8]12)[cH:9][cH:10][cH:11][cH:12]3. The reactants are CC=CC(CC(=O)OCC)c1cnc2ccccc2c1, ClCCl, O=C(O)C(F)(F)F, c1ccc(P(c2ccccc2)c2ccccc2)cc1. Yields the product CCOC(=O)CC(C=O)c1cnc2ccccc2c1. Reaction SMILES: [CH2:1]([CH3:2])[O:3][C:4]([CH2:5][CH:6]([CH:7]=[CH:8][CH3:9])[c:10]1[cH:11][n:12][c:13]2[cH:14][cH:15][cH:16][cH:17][c:18]2[cH:19]1)=[O:20].[Cl:47][CH2:48][Cl:49].[F:21][C:22]([F:23])([F:25])[C:26](=[O:24])[OH:27].[c:28]1([P:29]([c:30]2[cH:31][cH:32][cH:33][cH:34][cH:35]2)[c:36]2[cH:37][cH:38][cH:39][cH:40][cH:41]2)[cH:42][cH:43][cH:44][cH:45][cH:46]1>>[CH2:1]([CH3:2])[O:3][C:4]([CH2:5][CH:6]([CH:7]=[O:24])[c:10]1[cH:11][n:12][c:13]2[cH:14][cH:15][cH:16][cH:17][c:18]2[cH:19]1)=[O:20].